Task: describe an organic reaction: reactants, conditions, products, and yield. Dataset: the Open Reaction Database (ORD), a public repository of structured organic reaction records The reactants are COC(=O)CC(=O)[O-], C1CCNC1, O=Cc1cc(F)cc(I)c1, c1ccncc1. The product is COC(=O)C=Cc1cc(F)cc(I)c1. As a reaction SMILES: [C:11]([CH2:12][C:13]([O-:14])=[O:15])(=[O:16])[O:17][CH3:18].[CH2:19]1[CH2:20][NH:21][CH2:22][CH2:23]1.[F:1][c:2]1[cH:3][c:4]([CH:5]=[O:6])[cH:7][c:8]([I:10])[cH:9]1.[cH:24]1[cH:25][cH:26][n:27][cH:28][cH:29]1>>[F:1][c:2]1[cH:3][c:4]([CH:5]=[CH:12][C:11](=[O:16])[O:17][CH3:18])[cH:7][c:8]([I:10])[cH:9]1. Starting materials: Fc1ccc(CBr)cc1, CCc1cc2c(s1)N(Cc1ccc(-c3ccccc3C#N)cc1)C(=O)CNC2=O, CN(C)C=O, CCOC(C)=O, [H-], [Na+]. Product: CCc1cc2c(s1)N(Cc1ccc(-c3ccccc3C#N)cc1)C(=O)CN(Cc1ccc(F)cc1)C2=O. Reaction SMILES: [Br:30][CH2:31][c:32]1[cH:33][cH:34][c:35]([F:38])[cH:36][cH:37]1.[CH2:1]([CH3:2])[c:3]1[cH:4][c:5]2[c:6]([s:29]1)[N:7]([CH2:14][c:15]1[cH:16][cH:17][c:18](-[c:21]3[c:22]([C:27]#[N:28])[cH:23][cH:24][cH:25][cH:26]3)[cH:19][cH:20]1)[C:8](=[O:13])[CH2:9][NH:10][C:11]2=[O:12].[CH3:39][N:40]([CH3:41])[CH:42]=[O:43].[CH3:46][CH2:47][O:48][C:49](=[O:50])[CH3:51].[H-:44].[Na+:45]>>[CH2:1]([CH3:2])[c:3]1[cH:4][c:5]2[c:6]([s:29]1)[N:7]([CH2:14][c:15]1[cH:16][cH:17][c:18](-[c:21]3[c:22]([C:27]#[N:28])[cH:23][cH:24][cH:25][cH:26]3)[cH:19][cH:20]1)[C:8](=[O:13])[CH2:9][N:10]([CH2:31][c:32]1[cH:33][cH:34][c:35]([F:38])[cH:36][cH:37]1)[C:11]2=[O:12]. Reagents/catalysts: C(=O)([O-])[O-].[Cs+].[Cs+], CC1(C2=C(C(=CC=C2)P(C3=CC=CC=C3)C4=CC=CC=C4)OC5=C1C=CC=C5P(C6=CC=CC=C6)C7=CC=CC=C7)C, C1=CC=C(C=C1)/C=C/C(=O)/C=C/C2=CC=CC=C2.C1=CC=C(C=C1)/C=C/C(=O)/C=C/C2=CC=CC=C2.C1=CC=C(C=C1)/C=C/C(=O)/C=C/C2=CC=CC=C2.[Pd].[Pd]. Product: CCOC(=O)C1=CN=C(O1)NC2=CC=CC=N2. Reactants: CCOC(=O)C1=CN=C(O1)N, C1=CC=NC(=C1)Cl. Conditions: temperature 160 celsius. Isolated yield 37.8%. The solvent is C1COCCO1. Procedure details: Objective: To test the substrate scope in 5-ester substituted 2-aminooxazole coupling.  TRIS(DIBENZYLIDENEACETONE)DIPALLADIUM(0) (22.87 mg, 0.02 mmol), (9,9-dimethyl-9H-xanthene-4,5-diyl)bis(diphenylphosphine) (43.4 mg, 0.075 mmol), cesium carbonate (651 mg, 2.00 mmol), ethyl 2-aminooxazole-5-carboxylate (156 mg, 1.00 mmol) and 2-chloropyridine (113 mg, 1.00 mmol) were placed in an oven dried microwave vial. The vial was then capped and placed under an inert atmosphere. Dioxane (4 mL) was added ... Reaction SMILES: [Br:25][CH2:26][CH2:27][CH2:28][Cl:29].[CH3:30][CH2:31][O:32][C:33](=[O:34])[CH3:35].[CH3:36][N:37]([CH3:38])[CH:39]=[O:40].[CH3:3][O:4][c:5]1[c:6]([CH:13]2[S:14][c:15]3[c:16]([cH:21][cH:22][cH:23][cH:24]3)[N:17]([CH3:20])[C:18]2=[O:19])[cH:7][c:8]([O:11][CH3:12])[cH:9][cH:10]1.[H-:1].[Na+:2].[OH2:41]>>[CH3:3][O:4][c:5]1[c:6]([C:13]2([CH2:26][CH2:27][CH2:28][Cl:29])[S:14][c:15]3[c:16]([cH:21][cH:22][cH:23][cH:24]3)[N:17]([CH3:20])[C:18]2=[O:19])[cH:7][c:8]([O:11][CH3:12])[cH:9][cH:10]1. The reactants are ClCCCBr, CCOC(C)=O, CN(C)C=O, COc1ccc(OC)c(C2Sc3ccccc3N(C)C2=O)c1, [H-], [Na+], O. Product: COc1ccc(OC)c(C2(CCCCl)Sc3ccccc3N(C)C2=O)c1.